Task: describe an organic reaction: reactants, conditions, products, and yield. Dataset: the Open Reaction Database (ORD), a public repository of structured organic reaction records Reactants: [BH4-], CCO, CCOC(C)=O, Nc1ccc(Cl)cc1C(=O)c1ccccc1Cl, [Na+]. The product is Nc1ccc(Cl)cc1C(O)c1ccccc1Cl. RXN SMILES: [BH4-:18].[CH3:20][CH2:21][OH:22].[CH3:23][CH2:24][O:25][C:26](=[O:27])[CH3:28].[NH2:1][c:2]1[c:3]([C:9](=[O:10])[c:11]2[c:12]([Cl:17])[cH:13][cH:14][cH:15][cH:16]2)[cH:4][c:5]([Cl:8])[cH:6][cH:7]1.[Na+:19]>>[NH2:1][c:2]1[c:3]([CH:9]([OH:10])[c:11]2[c:12]([Cl:17])[cH:13][cH:14][cH:15][cH:16]2)[cH:4][c:5]([Cl:8])[cH:6][cH:7]1.